From a dataset of the Open Reaction Database (ORD), a public repository of structured organic reaction records. describe an organic reaction: reactants, conditions, products, and yield Starting materials: C(C)N(CC=1SC(=CC1C)C1=NC(=NO1)C1=CC(=C(C(=C1)C)OC[C@H]1OC1)CC)CC (diethyl-{5-[3-((S)-3-ethyl-5-methyl-4-oxiranylmethoxy-phenyl)-[1,2,4]oxadiazol-5-yl]-3-methyl-thiophen-2-ylmethyl}-amine), Cl.COC(=O)C1CNCC1 (rac-pyrrolidine-3-carboxylic acid methyl ester hydrochloride). Product: C(C)N(CC)CC1=C(C=C(S1)C1=NC(=NO1)C1=CC(=C(OC[C@H](CN2CC(CC2)C(=O)O)O)C(=C1)C)CC)C (1-((2S)-3-{4-[5-(5-Diethylaminomethyl-4-methyl-thiophen-2-yl)-[1,2,4]oxadiazol-3-yl]-2-ethyl-6-methyl-phenoxy}-2-hydroxy-propyl)-pyrrolidine-3-carboxylic acid). Reaction SMILES: [CH2:1]([N:3]([CH2:30][CH3:31])[CH2:4][C:5]1[S:6][C:7]([C:11]2[O:15][N:14]=[C:13]([C:16]3[CH:21]=[C:20]([CH3:22])[C:19]([O:23][CH2:24][C@@H:25]4[CH2:27][O:26]4)=[C:18]([CH2:28][CH3:29])[CH:17]=3)[N:12]=2)=[CH:8][C:9]=1[CH3:10])[CH3:2].Cl.C[O:34][C:35]([CH:37]1[CH2:41][CH2:40][NH:39][CH2:38]1)=[O:36]>>[CH2:1]([N:3]([CH2:4][C:5]1[S:6][C:7]([C:11]2[O:15][N:14]=[C:13]([C:16]3[CH:21]=[C:20]([CH3:22])[C:19]([O:23][CH2:24][C@@H:25]([OH:26])[CH2:27][N:39]4[CH2:40][CH2:41][CH:37]([C:35]([OH:34])=[O:36])[CH2:38]4)=[C:18]([CH2:28][CH3:29])[CH:17]=3)[N:12]=2)=[CH:8][C:9]=1[CH3:10])[CH2:30][CH3:31])[CH3:2] |f:1.2|. Procedure: The title compound is prepared starting from diethyl-{5-[3-((S)-3-ethyl-5-methyl-4-oxiranylmethoxy-phenyl)-[1,2,4]oxadiazol-5-yl]-3-methyl-thiophen-2-ylmethyl}-amine (30 mg, 68 μmol) and rac-pyrrolidine-3-carboxylic acid methyl ester hydrochloride (56 mg, 340 μmol) in analogy to Example 203; LC-MS*: tR=0.76 min; [M+1]+=557.17; 1H NMR (D6-DMSO): δ 1.03 (t, J=7.0 Hz, 6H), 1.21 (t, J=7.5 Hz, 3H), 1.90-1.98 (m, 2H), 2.22 (s, 3H), 2.34 (s, 3H), 2.43-2.49 (m, 1H), 2.58 (q, J=7.0 Hz, 4H), 2.67-2.77 (m,...